This data is from the Open Reaction Database (ORD), a public repository of structured organic reaction records. The task is: describe an organic reaction: reactants, conditions, products, and yield Reactants: C(C)(C)(C)OC(N[C@H](CC)C1=C(C(=C(C=C1)Cl)C(C1=CC(=C(C=C1)N)C#N)=O)F)=O ({(R)-1-[3-(4-amino-3-cyano-benzoyl)-4-chloro-2-fluoro-phenyl]-propyl}-carbamic acid tert-butyl ester), Cl (HCl), O1CCOCC1 (dioxane). The solvent is C(Cl)Cl (DCM). Conditions: time 60 hour. Product: NC1=C(C#N)C=C(C=C1)C(C1=C(C(=CC=C1Cl)[C@@H](CC)N)F)=O (2-Amino-5-[3-((R)-1-amino-propyl)-6-chloro-2-fluoro-benzoyl]-benzonitrile). The yield is 93.3%. RXN SMILES: C(OC(=O)[NH:7][C@@H:8]([C:11]1[CH:16]=[CH:15][C:14]([Cl:17])=[C:13]([C:18](=[O:28])[C:19]2[CH:24]=[CH:23][C:22]([NH2:25])=[C:21]([C:26]#[N:27])[CH:20]=2)[C:12]=1[F:29])[CH2:9][CH3:10])(C)(C)C.Cl.O1CCOCC1>C(Cl)Cl>[NH2:25][C:22]1[CH:23]=[CH:24][C:19]([C:18](=[O:28])[C:13]2[C:14]([Cl:17])=[CH:15][CH:16]=[C:11]([C@H:8]([NH2:7])[CH2:9][CH3:10])[C:12]=2[F:29])=[CH:20][C:21]=1[C:26]#[N:27]. Reported procedure: Step 4 To a solution of {(R)-1-[3-(4-amino-3-cyano-benzoyl)-4-chloro-2-fluoro-phenyl]-propyl}-carbamic acid tert-butyl ester (66 mg, 0.15 mmol) in DCM (2 mL) was added 4M HCl in dioxane (0.19 mL, 0.76 mmol, 5 eq.) and the reaction mixture was stirred for 60 hours. The mixture was partitioned between DCM (10 mL) and water (10 mL) made basic with 5M NaOH. The aqueous phase was extracted with further DCM (10 mL) and then the combined organics were dried (MgSO4), filtered and concentrated to give 2-... Reactants: 2,5-Dihydroxy-1,4-dibenzoquinone, C1(=C(C=CC=C1)N)N (o-phenylendiamine), C(C)O (ethanol). Run in C(C1=CC=CC=C1)O (benzyl alcohol). Run at temperature 137.5 celsius, time 20 hour. Product: C1=CC=CC=2NC3=CC4=NC5=CC=CC=C5N=C4C=C3NC12 (5,14-Dihydro-5,7,12,14-tetraazapentacene). The yield is 92.0%. As a reaction SMILES: [C:1]1([NH2:8])[CH:6]=[CH:5][CH:4]=[CH:3][C:2]=1[NH2:7].[CH2:9](O)[CH3:10]>C(O)C1C=CC=CC=1>[CH:6]1[C:1]2[NH:8][C:9]3[C:10](=[CH:6][C:1]4[C:2]([CH:3]=3)=[N:8][C:1]3[C:2](=[CH:3][CH:4]=[CH:5][CH:6]=3)[N:7]=4)[NH:7][C:2]=2[CH:3]=[CH:4][CH:5]=1. Procedure details: 2,5-Dihydroxy-1,4-dibenzoquinone (4, 30.0 g, 0.2 mol) was added to a solution of o-phenylendiamine (5, 115.79 g, 1.1 mol) in benzyl alcohol (11.6 vol). The reaction mixture was heated to 135-140° C. and stirred for 20 hours. The reaction mixture was cooled to room temperature, and ethanol (120 mL) was added. The resulting suspension was filtered through a Buchner funnel and the solid was washed with ethanol (120 mL) and dried under vacuum in an oven at 60-70° C. to furnish 5,14-Dihydro-5,7,12,14...